Dataset: the Open Reaction Database (ORD), a public repository of structured organic reaction records. Task: describe an organic reaction: reactants, conditions, products, and yield The solvent is solution, Cl (HCl), O1CCOCC1 (dioxane). Procedure details: Tert-butyl 4-(3-(fluoromethyl)phenyl)piperazine-1-carboxylate (201.3 mg, mmol) was dissolved in a 4.0 M solution of HCl and dioxane (2 mL) and stirred at room temperature. After 45 min. the reaction mixture was concentrated and re-dissolved in ACN (2 mL). Diisopropylethylamine (22 μL, 1.51 mmol) and 1H-pyrazole-1-carboximidamide (110 mg, 0.75 mmol) were added to the stirring reaction mixture. The next day, the reaction mixture was concentrated to yield a crude oil, which was purified by HPLC usi... Yields the product FCC=1C=C(C=CC1)N1CCN(CC1)C(N)=N (4-(3-(fluoromethyl)phenyl)piperazine-1-carboximidamide). Reaction SMILES: [F:1][CH2:2][C:3]1[CH:4]=[C:5]([N:9]2CCN(C(OC(C)(C)C)=O)[CH2:11][CH2:10]2)[CH:6]=[CH:7][CH:8]=1.C(N(C(C)C)CC)(C)C.[N:31]1([C:36](=[NH:38])[NH2:37])[CH:35]=[CH:34]C=N1>Cl.O1CCOCC1>[F:1][CH2:2][C:3]1[CH:4]=[C:5]([N:9]2[CH2:34][CH2:35][N:31]([C:36](=[NH:38])[NH2:37])[CH2:11][CH2:10]2)[CH:6]=[CH:7][CH:8]=1. Starting materials: FCC=1C=C(C=CC1)N1CCN(CC1)C(=O)OC(C)(C)C (Tert-butyl 4-(3-(fluoromethyl)phenyl)piperazine-1-carboxylate), C(C)(C)N(CC)C(C)C (Diisopropylethylamine), N1(N=CC=C1)C(N)=N (1H-pyrazole-1-carboximidamide).